This data is from the Open Reaction Database (ORD), a public repository of structured organic reaction records. The task is: describe an organic reaction: reactants, conditions, products, and yield Starting materials: NC1=NC=NC(=C1C(=O)NC1=CC(=CC(=C1)OC)F)Cl (4-Amino-6-chloro-N-(3-fluoro-5-methoxyphenyl)pyrimidine-5-carboxamide), B(Br)(Br)Br (boron tribromide). Run in ClCCl (dichloromethane). The product is NC1=NC=NC(=C1C(=O)NC1=CC(=CC(=C1)O)F)Br (4-Amino-6-bromo-N-(3-fluoro-5-hydroxyphenyl)pyrimidine-5-carboxamide). The yield is 78.2%. Reaction SMILES: [NH2:1][C:2]1[C:7]([C:8]([NH:10][C:11]2[CH:16]=[C:15]([O:17]C)[CH:14]=[C:13]([F:19])[CH:12]=2)=[O:9])=[C:6](Cl)[N:5]=[CH:4][N:3]=1.B(Br)(Br)[Br:22]>ClCCl>[NH2:1][C:2]1[C:7]([C:8]([NH:10][C:11]2[CH:16]=[C:15]([OH:17])[CH:14]=[C:13]([F:19])[CH:12]=2)=[O:9])=[C:6]([Br:22])[N:5]=[CH:4][N:3]=1. Reported procedure: 4-Amino-6-chloro-N-(3-fluoro-5-methoxyphenyl)pyrimidine-5-carboxamide (458 mg, 1.54 mmol) was treated with boron tribromide (1M in dichloromethane, 0.46 ml, 4.6 mmol) an using dichloromethane (7 ml) as a solvent according to the method described in Example 23. The solid residue (394 mg, 71% yield) was used in the next synthetic step without further purification. Purity 91%. Reactants: ClC1=NC=NC2=CC=CC(=C12)OCCN(C(C)=O)C (N-{2-[(4-chloroquinazolin-5-yl)oxy]ethyl}-N-methylacetamide), ClC=1C=C(N)C=CC1OC(C)(C1=NC=CC=C1)C (3-chloro-4-(1-methyl-1-pyridin-2-ylethoxy)aniline). The product is ClC=1C=C(C=CC1OC(C)(C1=NC=CC=C1)C)NC1=NC=NC2=CC=CC(=C12)OCCN(C(C)=O)C (N-{2-[(4-{[3-Chloro-4-(1-methyl-1-pyridin-2-ylethoxy)phenyl]amino}quinazolin-5-yl)oxy]ethyl}-N-methylacetamide). Isolated yield 31.0%. RXN SMILES: Cl[C:2]1[C:11]2[C:6](=[CH:7][CH:8]=[CH:9][C:10]=2[O:12][CH2:13][CH2:14][N:15]([CH3:19])[C:16](=[O:18])[CH3:17])[N:5]=[CH:4][N:3]=1.[Cl:20][C:21]1[CH:22]=[C:23]([CH:25]=[CH:26][C:27]=1[O:28][C:29]([CH3:37])([C:31]1[CH:36]=[CH:35][CH:34]=[CH:33][N:32]=1)[CH3:30])[NH2:24]>>[Cl:20][C:21]1[CH:22]=[C:23]([NH:24][C:2]2[C:11]3[C:6](=[CH:7][CH:8]=[CH:9][C:10]=3[O:12][CH2:13][CH2:14][N:15]([CH3:19])[C:16](=[O:18])[CH3:17])[N:5]=[CH:4][N:3]=2)[CH:25]=[CH:26][C:27]=1[O:28][C:29]([CH3:30])([C:31]1[CH:36]=[CH:35][CH:34]=[CH:33][N:32]=1)[CH3:37]. Procedure details: The procedure described in Example 126 was repeated using N-{2-[(4-chloroquinazolin-5-yl)oxy]ethyl}-N-methylacetamide (obtained as described in Example 126, preparation of starting materials, 47 mg, 0.170 mmol) and 3-chloro-4-(1-methyl-1-pyridin-2-ylethoxy)aniline (49 mg, 0.187 mmol) to give the title compound in 31% yield; NMR Spectrum (DMSO-d6, 400 MHz, 373K) 1.75 (s, 6H), 1.92 (s, 3H), 2.94 (s, 3H), 3.88 (t, 2H), 4.47 (t, 2H), 6.62 (d, 1H), 7.16 (d, 1H), 7.31 (ddd, 1H), 7.35 (d, 1H), 7.39 (dd...